Task: describe an organic reaction: reactants, conditions, products, and yield. Dataset: the Open Reaction Database (ORD), a public repository of structured organic reaction records The reactants are crude intermediate, N1=CC=CC=C1 (pyridine), ice H2O, O=C\1OCC/C1=C/C1=C(C=CC(=C1)NC(C(F)(F)F)=O)S(=O)(=O)Cl ((Z)-2-((2-oxodihydrofuran-3(2H)-ylidene)methyl)-4-(2,2,2-trifluoroacetamido)benzene-1-sulfonyl chloride), NC=1C=CC2=C(B(OC2)O)C1 (6-aminobenzo[c][1,2]oxaborol-1(3H)-ol). Solvent: O=[N+]([O-])[O-].[O-][N+]([O-])=O.[O-][N+]([O-])=O.[O-][N+]([O-])=O.[O-][N+]([O-])=O.[O-][N+]([O-])=O.[Ce+4].[NH4+].[NH4+] (CAN). Run at time 3 hour. Product: FC(C(=O)NC1=CC(=C(C=C1)S(NC=1C=CC2=C(B(OC2)O)C1)(=O)=O)\C=C\1/C(OCC1)=O)(F)F ((Z)-2,2,2-trifluoro-N-(4-(N-(1-hydroxy-1,3-dihydrobenzo[c][1,2]oxaborol-6-yl)sulfamoyl)-3-((2-oxodihydrofuran-3(2H)-ylidene)methyl)phenyl)acetamide). Isolated yield 68.5%. RXN SMILES: [O:1]=[C:2]1[O:3][CH2:4][CH2:5]/[C:6]/1=[CH:7]/[C:8]1[CH:13]=[C:12]([NH:14][C:15](=[O:20])[C:16]([F:19])([F:18])[F:17])[CH:11]=[CH:10][C:9]=1[S:21](Cl)(=[O:23])=[O:22].[NH2:25][C:26]1[CH:27]=[CH:28][C:29]2[CH2:33][O:32][B:31]([OH:34])[C:30]=2[CH:35]=1.N1C=CC=CC=1>O=[N+]([O-])[O-].[O-][N+](=O)[O-].[O-][N+](=O)[O-].[O-][N+](=O)[O-].[O-][N+](=O)[O-].[O-][N+](=O)[O-].[Ce+4].[NH4+].[NH4+]>[F:17][C:16]([F:19])([F:18])[C:15]([NH:14][C:12]1[CH:11]=[CH:10][C:9]([S:21](=[O:23])(=[O:22])[NH:25][C:26]2[CH:27]=[CH:28][C:29]3[CH2:33][O:32][B:31]([OH:34])[C:30]=3[CH:35]=2)=[C:8](/[CH:7]=[C:6]2\[C:2](=[O:1])[O:3][CH2:4][CH2:5]\2)[CH:13]=1)=[O:20] |f:3.4.5.6.7.8.9.10.11|. Reported procedure: The crude intermediate (Z)-2-((2-oxodihydrofuran-3(2H)-ylidene)methyl)-4-(2,2,2-trifluoroacetamido)benzene-1-sulfonyl chloride (2.85 g, 10 mmol) and 6-aminobenzo[c][1,2]oxaborol-1(3H)-ol (1.5 g, 10 mmol) was suspended in CAN (50 ml), followed by the addition of pyridine (3 ml) dropwise. After stirred at rt for 3 hrs, the mixture was poured into ice-H2O and extracted with EtOAc, washed with H2O, brine, dried over MgSO4, filtered, concentrated in reduced pressure to dryness. The crude product was ...